describe an organic reaction: reactants, conditions, products, and yield From a dataset of the Open Reaction Database (ORD), a public repository of structured organic reaction records. Reactants: ClC1=C(C(=C(C=C1OC)OC)Cl)C1=NC=C2C(=N1)NN=C2I (6-(2,6-dichloro-3,5-dimethoxyphenyl)-3-iodo-1H-pyrazolo[3,4-d]pyrimidine), CN1CCN(CC1)C1=CC=C(C=C1)B1OC(C(O1)(C)C)(C)C (1-methyl-4-(4-(4,4,5,5-tetramethyl-1,3,2-dioxaborolan-2-yl)phenyl)piperazine). The product is ClC1=C(C(=C(C=C1OC)OC)Cl)C1=NC=C2C(=N1)NN=C2C2=CC=C(C=C2)N2CCN(CC2)C (6-(2,6-Dichloro-3,5-dimethoxyphenyl)-3-[4-(4-methylpiperazin-1-yl)phenyl]-1H-pyrazolo[3,4-d]pyrimidine). As a reaction SMILES: [Cl:1][C:2]1[C:7]([O:8][CH3:9])=[CH:6][C:5]([O:10][CH3:11])=[C:4]([Cl:12])[C:3]=1[C:13]1[N:18]=[C:17]2[NH:19][N:20]=[C:21](I)[C:16]2=[CH:15][N:14]=1.[CH3:23][N:24]1[CH2:29][CH2:28][N:27]([C:30]2[CH:35]=[CH:34][C:33](B3OC(C)(C)C(C)(C)O3)=[CH:32][CH:31]=2)[CH2:26][CH2:25]1>>[Cl:1][C:2]1[C:7]([O:8][CH3:9])=[CH:6][C:5]([O:10][CH3:11])=[C:4]([Cl:12])[C:3]=1[C:13]1[N:18]=[C:17]2[NH:19][N:20]=[C:21]([C:33]3[CH:32]=[CH:31][C:30]([N:27]4[CH2:28][CH2:29][N:24]([CH3:23])[CH2:25][CH2:26]4)=[CH:35][CH:34]=3)[C:16]2=[CH:15][N:14]=1. Procedure details: This compound was prepared by using procedures analogous to those described for the synthesis of Example 4, Step 2 starting from 6-(2,6-dichloro-3,5-dimethoxyphenyl)-3-iodo-1H-pyrazolo[3,4-d]pyrimidine and 1-methyl-4-(4-(4,4,5,5-tetramethyl-1,3,2-dioxaborolan-2-yl)phenyl)piperazine (Alfa Aesar, Cat. No. H51659). LCMS (M+H)+=499.1/501.1. 1H NMR (300 MHz, DMSO-d6) δ: 9.61 (s, 1H), 7.91 (d, J=8.8 Hz, 2H), 7.01 (d, J=8.8 Hz, 2H), 6.98 (s, 1H), 3.92 (s, 6H), 3.30-3.14 (m, 8H), 2.17 (s, 3H). Reactants: FC1=C(C=O)C=CC(=C1)C(F)(F)F (2-fluoro-4-(trifluoromethyl)benzaldehyde), CC(C)(C)[S@](=O)N ((S)-2-methylpropane-2-sulfinamide), Amine-88. The product is FC1=C(\C=N\[S@@](=O)C(C)(C)C)C=CC(=C1)C(F)(F)F ((S,E)-N-(2-fluoro-4-(trifluoromethyl)benzylidene)-2-methylpropane-2-sulfinamide). The yield is 95.0%. Reaction SMILES: [F:1][C:2]1[CH:9]=[C:8]([C:10]([F:13])([F:12])[F:11])[CH:7]=[CH:6][C:3]=1[CH:4]=O.[CH3:14][C:15]([S@@:18]([NH2:20])=[O:19])([CH3:17])[CH3:16]>>[F:1][C:2]1[CH:9]=[C:8]([C:10]([F:13])([F:12])[F:11])[CH:7]=[CH:6][C:3]=1/[CH:4]=[N:20]/[S@:18]([C:15]([CH3:17])([CH3:16])[CH3:14])=[O:19]. Reported procedure: The title compound is prepared in 95% yield (1.17 g, a pale yellow solid) from 2-fluoro-4-(trifluoromethyl)benzaldehyde (800 mg, 4.16 mmol) and (S)-2-methylpropane-2-sulfinamide (606 mg, 5.00 mmol) by the similar manner in Step-1 of Amine-88. The reactants are [Al+3].[Cl-].[Cl-].[Cl-] (AlCl3), COC1=C(C=C(C=C1)OC)Cl (2,5-dimethoxychlorobenzene), Cl (HCl), C1CCC(CC1)CCCC(=O)Cl (4-cyclohexanebutyryl chloride). Solvent: C(Cl)(Cl)(Cl)Cl (CCl4), C(Cl)(Cl)(Cl)Cl (CCl4), C(Cl)(Cl)(Cl)Cl (CCl4). Conditions: time 3 hour. Yields the product C1(CCCCC1)CCCC(=O)C1=C(C=C(C(=C1)OC)Cl)OC (4-Cyclohexyl-1-(2,5-dimethoxy-4-chlorophenyl)butan1-one). Isolated yield 51.9%. Reaction SMILES: [CH2:1]1[CH2:6][CH2:5][CH:4]([CH2:7][CH2:8][CH2:9][C:10](Cl)=[O:11])[CH2:3][CH2:2]1.[Al+3].[Cl-].[Cl-].[Cl-].[CH3:17][O:18][C:19]1[CH:24]=[CH:23][C:22]([O:25][CH3:26])=[CH:21][C:20]=1[Cl:27].Cl>C(Cl)(Cl)(Cl)Cl>[CH:4]1([CH2:7][CH2:8][CH2:9][C:10]([C:23]2[CH:24]=[C:19]([O:18][CH3:17])[C:20]([Cl:27])=[CH:21][C:22]=2[O:25][CH3:26])=[O:11])[CH2:5][CH2:6][CH2:1][CH2:2][CH2:3]1 |f:1.2.3.4|. Procedure details: 3.77 g of 4-cyclohexanebutyryl chloride dissolved in 10 ml of CCl4 are added to a suspension of 2.8 g of AlCl3 in 20 ml of CCl4 at +4° C. under nitrogen. 5.2 g of 2,5-dimethoxychlorobenzene in 10 ml of CCl4 are added dropwise and the mixture is then left stirring for 3 hours at RT. The reaction medium is hydrolysed with dilute HCl solution, the phases are then separated by settling and the organic phase is extracted with DCM. After drying over MgSO4, the solution is evaporated and the residue is... The product is CC(=O)Nc1c(C)cccc1[N+](=O)[O-]. Starting materials: CC(=O)Nc1ccccc1C, O=[N+]([O-])O. Reaction SMILES: [C:1]([CH3:2])(=[O:3])[NH:4][c:5]1[c:6]([CH3:11])[cH:7][cH:8][cH:9][cH:10]1.[OH:12][N+:13]([O-:14])=[O:15]>>[C:1]([CH3:2])(=[O:3])[NH:4][c:5]1[c:6]([CH3:11])[cH:7][cH:8][cH:9][c:10]1[N+:13](=[O:12])[O-:14]. Reactants: C1CCOC1, [Li]C, COCc1c(-c2ccc(NC(=O)Nc3cc(C(F)(F)F)ccc3F)cc2)c2c(N)ncnn2c1C=O. Product: COCc1c(-c2ccc(NC(=O)Nc3cc(C(F)(F)F)ccc3F)cc2)c2c(N)ncnn2c1C(C)O. RXN SMILES: [CH2:39]1[O:40][CH2:41][CH2:42][CH2:43]1.[Li:37][CH3:38].[NH2:1][c:2]1[n:3][cH:4][n:5][n:6]2[c:7]1[c:8](-[c:16]1[cH:17][cH:18][c:19]([NH:22][C:23](=[O:24])[NH:25][c:26]3[c:27]([F:36])[cH:28][cH:29][c:30]([C:32]([F:33])([F:34])[F:35])[cH:31]3)[cH:20][cH:21]1)[c:9]([CH2:13][O:14][CH3:15])[c:10]2[CH:11]=[O:12]>>[NH2:1][c:2]1[n:3][cH:4][n:5][n:6]2[c:7]1[c:8](-[c:16]1[cH:17][cH:18][c:19]([NH:22][C:23](=[O:24])[NH:25][c:26]3[c:27]([F:36])[cH:28][cH:29][c:30]([C:32]([F:33])([F:34])[F:35])[cH:31]3)[cH:20][cH:21]1)[c:9]([CH2:13][O:14][CH3:15])[c:10]2[CH:11]([OH:12])[CH3:38]. The reactants are CCCCCC(O)C=CC1C=C(SC)C(=O)C1C(O)CCCCCC(=O)OC, ClCCl, [Na+], O=C(OO)c1cccc(Cl)c1, O=C([O-])O. Product: CCCCCC(O)C=CC1C=C(S(C)=O)C(=O)C1C(O)CCCCCC(=O)OC. Reaction SMILES: [CH3:1][S:2][C:3]1=[CH:7][CH:6]([CH:8]=[CH:9][CH:10]([CH2:11][CH2:12][CH2:13][CH2:14][CH3:15])[OH:16])[CH:5]([CH:17]([CH2:18][CH2:19][CH2:20][CH2:21][CH2:22][C:23](=[O:24])[O:25][CH3:26])[OH:27])[C:4]1=[O:28].[Cl:45][CH2:46][Cl:47].[Na+:40].[OH:29][O:30][C:31]([c:32]1[cH:33][c:34]([Cl:35])[cH:36][cH:37][cH:38]1)=[O:39].[OH:41][C:42](=[O:43])[O-:44]>>[CH3:1][S:2]([C:3]1=[CH:7][CH:6]([CH:8]=[CH:9][CH:10]([CH2:11][CH2:12][CH2:13][CH2:14][CH3:15])[OH:16])[CH:5]([CH:17]([CH2:18][CH2:19][CH2:20][CH2:21][CH2:22][C:23](=[O:24])[O:25][CH3:26])[OH:27])[C:4]1=[O:28])=[O:29]. The reactants are C([O-])(O)=O.[Na+] (sodium bicarbonate), crude material, BrC1=CC(=NC=C1)N (4-bromopyridin-2-amine), C(C)O (ethanol), ClC(C(=O)OCC)C=O (ethyl 2-chloro-3-oxopropanoate). The solvent is C(C)(=O)OCC (ethyl acetate), C(C)(=O)OCC (ethyl acetate). Reaction conditions: temperature 60 celsius. Product: BrC1=CC=2N(C=C1)C(=CN2)C(=O)OCC (ethyl 7-bromoimidazo[1,2-a]pyridine-3-carboxylate). RXN SMILES: [Br:1][C:2]1[CH:7]=[CH:6][N:5]=[C:4]([NH2:8])[CH:3]=1.C(O)C.Cl[CH:13]([CH:19]=O)[C:14]([O:16][CH2:17][CH3:18])=[O:15].C(=O)(O)[O-].[Na+]>C(OCC)(=O)C>[Br:1][C:2]1[CH:7]=[CH:6][N:5]2[C:13]([C:14]([O:16][CH2:17][CH3:18])=[O:15])=[CH:19][N:8]=[C:4]2[CH:3]=1 |f:3.4|. Procedure details: 4-bromopyridin-2-amine (10.0 g, 0.06 mol) was mixed with ethanol (50 mL) in a reaction flask, under an atmosphere of dry nitrogen. A solution of ethyl 2-chloro-3-oxopropanoate (5% in benzene; 222 mL; Commercial solution from Toronto Research Chemicals Inc.) was added. The mixture was heated to 60° C. under nitrogen for 5 hours. After allowing the mixture to cool the solvent was removed under vacuum to give a brown solid. The solid was mixed with ethyl acetate (500 mL) and sodium bicarbonate solu... Reactants: CC1=NC(=CC(=C1)C=1C=CC(=C(CNC2CCC(CC2)N(C(OC(C)(C)C)=O)C)C1)OC)C (tert-Butyl {4-[5-(2,6-dimethyl-pyridin-4-yl)-2-methoxy-benzylamino]-cyclohexyl}-methyl-carbamate), ClC=1C2=C(SC1C(=O)Cl)C=CC=C2F (3-Chloro-4-fluorobenzo[b]thiophene-2-carbonyl chloride). Yields the product ClC=1C2=C(SC1C(=O)N(C1CCC(CC1)N(C(OC(C)(C)C)=O)C)CC1=C(C=CC(=C1)C1=CC(=NC(=C1)C)C)OC)C=CC=C2F (tert-Butyl (4-{(3-chloro-4-fluoro-benzo[b]thiophene-2-carbonyl)-[5-(2,6-dimethyl-pyridin-4-yl)-2-methoxy-benzyl]-amino}-cyclohexyl)-methyl-carbamate). RXN SMILES: [CH3:1][C:2]1[CH:7]=[C:6]([C:8]2[CH:9]=[CH:10][C:11]([O:31][CH3:32])=[C:12]([CH:30]=2)[CH2:13][NH:14][CH:15]2[CH2:20][CH2:19][CH:18]([N:21]([CH3:29])[C:22](=[O:28])[O:23][C:24]([CH3:27])([CH3:26])[CH3:25])[CH2:17][CH2:16]2)[CH:5]=[C:4]([CH3:33])[N:3]=1.[Cl:34][C:35]1[C:36]2[C:46]([F:47])=[CH:45][CH:44]=[CH:43][C:37]=2[S:38][C:39]=1[C:40](Cl)=[O:41]>>[Cl:34][C:35]1[C:36]2[C:46]([F:47])=[CH:45][CH:44]=[CH:43][C:37]=2[S:38][C:39]=1[C:40]([N:14]([CH2:13][C:12]1[CH:30]=[C:8]([C:6]2[CH:7]=[C:2]([CH3:1])[N:3]=[C:4]([CH3:33])[CH:5]=2)[CH:9]=[CH:10][C:11]=1[O:31][CH3:32])[CH:15]1[CH2:16][CH2:17][CH:18]([N:21]([CH3:29])[C:22](=[O:28])[O:23][C:24]([CH3:27])([CH3:26])[CH3:25])[CH2:19][CH2:20]1)=[O:41]. Procedure: Biaryl amine 92 (62 mg, 0.14 mmol) is treated with acid chloride 6 (51 mg, 0.21 mmol) using Method D to afford the title compound. Reactants: CN(C(=O)NC1=C(C(=NS1)SCC)C#N)C (1,1-dimethyl-3-(4-cyano-3-(ethylthio)5-isothiazolyl)urea), OO (hydrogen peroxide). The product is CN(C(=O)NC1=C(C(=NS1)S(=O)CC)C#N)C (1,1-dimethyl-3-(4-cyano-3-(ethylsulfinyl)-5-isothiazolyl)urea). The yield is 76.4%. RXN SMILES: [CH3:1][N:2]([CH3:16])[C:3]([NH:5][C:6]1[S:10][N:9]=[C:8]([S:11][CH2:12][CH3:13])[C:7]=1[C:14]#[N:15])=[O:4].[OH:17]O>>[CH3:16][N:2]([CH3:1])[C:3]([NH:5][C:6]1[S:10][N:9]=[C:8]([S:11]([CH2:12][CH3:13])=[O:17])[C:7]=1[C:14]#[N:15])=[O:4]. Procedure: Seventeen grams of 1,1-dimethyl-3-(4-cyano-3-(ethylthio)5-isothiazolyl)urea was treated with 2.75 g of 30% hydrogen peroxide in the manner described in Example II. No solid separated on cooling the reaction mixture. The mixture was neutralized with saturated aqueous sodium bicarbonate solution, then concentrated to near dryness. The viscous residue was crystallized from ethanol to yield 13.8 g of 1,1-dimethyl-3-(4-cyano-3-(ethylsulfinyl)-5-isothiazolyl)urea, m.p. 162°-163°. The nmr spectrum was ... Yield: 14.4%. Reactants: N1C=NC(=C1)C=C1C=2C=CC=CC2C=2NC(C=3N(C21)C=CN3)=O (10-(4-imidazolylmethylene)-5H,10H-imidazo[1,2-a]indeno[1,2-e]pyrazin-4-one), CN(C=O)C (dimethylformamide). RXN SMILES: [NH:1]1[CH:5]=[C:4]([CH:6]=[C:7]2[C:19]3[N:18]4[CH:20]=[CH:21][N:22]=[C:17]4[C:16](=[O:23])[NH:15][C:14]=3[C:13]3[CH:12]=[CH:11][CH:10]=[CH:9][C:8]2=3)[N:3]=[CH:2]1.CN(C)C=O>[Pd].C(O)(=O)C>[NH:1]1[CH:5]=[C:4]([CH2:6][CH:7]2[C:19]3[N:18]4[CH:20]=[CH:21][N:22]=[C:17]4[C:16](=[O:23])[NH:15][C:14]=3[C:13]3[CH:12]=[CH:11][CH:10]=[CH:9][C:8]2=3)[N:3]=[CH:2]1. Run in C(C)(=O)O (acetic acid). Reported procedure: The process is performed as in Example 3 but starting with 1.1 g of 10-(4-imidazolylmethylene)-5H,10H-imidazo[1,2-a]indeno[1,2-e]pyrazin-4-one, 250 ml of dimethylformamide, 5 ml of acetic acid and 0.1 g of 10% palladium-on-charcoal. After evaporation of the solvents, the crude product is purified by chromatography on a column of silica (100 g partially deactivated with 3% water), eluting with a mixture of chloroform, methanol and 28% aqueous ammonia (24/6/1 by volume). A pale yellow solid is obt... Yields the product N1C=NC(=C1)CC1C=2C=CC=CC2C=2NC(C=3N(C21)C=CN3)=O (10-(4-imidazolylmethyl)-5H,10H-imidazo[1,2-a]indeno[1,2-e]-pyrazin-4-one). Reagents/catalysts: [Pd] (palladium-on-charcoal).